This data is from the Open Reaction Database (ORD), a public repository of structured organic reaction records. The task is: describe an organic reaction: reactants, conditions, products, and yield Reactants: C(C=O)(=O)O (Glyoxylic acid), C(C)(C)C1=CC(=CC(=C1)C(C)C)C(C)C (1,3,5-triiso-propylbenzene), C(C)(=O)O (acetic acid), ice. The solvent is S(O)(O)(=O)=O (sulfuric acid). Conditions: time 16 hour. Product: C(C)(=O)OC(C(=O)O)C1=C(C=C(C=C1C(C)C)C(C)C)C(C)C (acetyloxy[2,4,6-tris(1-methylethyl)phenyl]acetic acid). Reaction SMILES: [C:1]([OH:5])(=[O:4])[CH:2]=[O:3].[CH:6]([C:9]1[CH:14]=[C:13]([CH:15]([CH3:17])[CH3:16])[CH:12]=[C:11]([CH:18]([CH3:20])[CH3:19])[CH:10]=1)([CH3:8])[CH3:7].[C:21](O)(=[O:23])[CH3:22]>S(=O)(=O)(O)O>[C:21]([O:3][CH:2]([C:12]1[C:13]([CH:15]([CH3:17])[CH3:16])=[CH:14][C:9]([CH:6]([CH3:8])[CH3:7])=[CH:10][C:11]=1[CH:18]([CH3:20])[CH3:19])[C:1]([OH:5])=[O:4])(=[O:23])[CH3:22]. Reported procedure: Glyoxylic acid (1.99 g, 27 mmol) and 1,3,5-triiso-propylbenzene (5.0 g, 24.5 mmol) were mixed in 30 mL glacial acetic acid and 2 mL concentrated sulfuric acid. The resulting solution was heated to reflux for 5 hours and then stirred at room temperature for 16 hours. The reaction mixture was poured into 100 g ice and the resulting mixture was extracted with diethyl ether. The organic layer was dried over MgSO4, filtered, and concentrated to give an oily solid which was recrystallized from hexanes...